This data is from the Open Reaction Database (ORD), a public repository of structured organic reaction records. The task is: describe an organic reaction: reactants, conditions, products, and yield Reactants: C1(CCC1)N1CCC(CC1)OC1=CC=C(C=C1)NC(CN1CCOCC1)=O (N-[4-(1-Cyclobutyl piperidin-4-yloxy)phenyl]-2-(morpholin-4-yl)acetamide), Cl (hydrochloric acid). Solvent: C(C)OCC (diethyl ether), CO (methanol). Reaction conditions: time 2.5 hour. Product: Cl.Cl.C1(CCC1)N1CCC(CC1)OC1=CC=C(C=C1)NC(CN1CCOCC1)=O (N-[4-(1-Cyclobutyl piperidin-4-yloxy)phenyl]-2-(morpholin-4-yl) acetamide dihydrochloride). Isolated yield 83.9%. RXN SMILES: [CH:1]1([N:5]2[CH2:10][CH2:9][CH:8]([O:11][C:12]3[CH:17]=[CH:16][C:15]([NH:18][C:19](=[O:27])[CH2:20][N:21]4[CH2:26][CH2:25][O:24][CH2:23][CH2:22]4)=[CH:14][CH:13]=3)[CH2:7][CH2:6]2)[CH2:4][CH2:3][CH2:2]1.[ClH:28]>C(OCC)C.CO>[ClH:28].[ClH:28].[CH:1]1([N:5]2[CH2:6][CH2:7][CH:8]([O:11][C:12]3[CH:13]=[CH:14][C:15]([NH:18][C:19](=[O:27])[CH2:20][N:21]4[CH2:22][CH2:23][O:24][CH2:25][CH2:26]4)=[CH:16][CH:17]=3)[CH2:9][CH2:10]2)[CH2:2][CH2:3][CH2:4]1 |f:4.5.6|. Procedure details: To a stirred solution of N-[4-(1-Cyclobutyl piperidin-4-yloxy)phenyl]-2-(morpholin-4-yl)acetamide (70 g, 0.187 moles) in diethyl ether (2.3 L) and methanol (350 mL) was treated with 31.5% w/v methanolic hydrochloric acid (54.36 mL, 0.469 moles). The reaction mass was further stirred 2-3 hours at room temperature. The solvent was decanted and the resulting solid mass was washed with ether (3×250 mL) and dried under reduced pressure to obtain title compound 70 g (Yield: 83.9%). Reactants: O=C1C=2C=CC(=CC2CCC1)OC1=NC=C(C(=O)N)C=C1 (6-(5-Oxo-5,6,7,8-tetrahydro-naphthalen-2-yloxy)-nicotinamide), Ti(iPrO)4, [BH3-]C#N.[Na+] (NaBH3CN), O=C1C=2C=CC(=CC2CCC1)OC1=NC=C(C(=O)N)C=C1 (6-(5-Oxo-5,6,7,8-tetrahydro-naphthalen-2-yloxy)-nicotinamide), FC1=C(C=CC=C1)CCN (2-(2-fluorophenyl)ethylamine). Reagents/catalysts: Cl[Ti](Cl)(Cl)Cl (TiCl4). Product: FC1=C(C=CC=C1)CCNC1C=2C=CC(=CC2CCC1)OC1=NC=C(C(=O)N)C=C1 (6-{5-[2-(2-Fluoro-phenyl)-ethylamino]-5,6,7,8-tetrahydro-naphthalen-2-yloxy}-nicotinamide). Isolated yield 83.0%. Reaction SMILES: O=[C:2]1[CH2:11][CH2:10][CH2:9][C:8]2[CH:7]=[C:6]([O:12][C:13]3[CH:21]=[CH:20][C:16]([C:17]([NH2:19])=[O:18])=[CH:15][N:14]=3)[CH:5]=[CH:4][C:3]1=2.[F:22][C:23]1[CH:28]=[CH:27][CH:26]=[CH:25][C:24]=1[CH2:29][CH2:30][NH2:31].[BH3-]C#N.[Na+]>Cl[Ti](Cl)(Cl)Cl>[F:22][C:23]1[CH:28]=[CH:27][CH:26]=[CH:25][C:24]=1[CH2:29][CH2:30][NH:31][CH:2]1[CH2:11][CH2:10][CH2:9][C:8]2[CH:7]=[C:6]([O:12][C:13]3[CH:21]=[CH:20][C:16]([C:17]([NH2:19])=[O:18])=[CH:15][N:14]=3)[CH:5]=[CH:4][C:3]1=2 |f:2.3|. Reported procedure: Using a method similar to Example 1, using 6-(5-oxo-5,6,7,8-tetrahydro-naphthalen-2-yloxy)-nicotinamide (Intermediate 2, 846 mg, 3.00 mmol), 2-(2-fluorophenyl)ethylamine (501 mg, 3.60 mmol), Ti(iPrO)4 (1.70 g, 6.00 mmol), TiCl4 (1.0M/DCM, 6.00 ml, 6.00 mmol), and NaBH3CN (377 mg, 6.00 mmol) gives the title compound (1.01 g) as a white solid. Mass spectrum (ion spray): m/z=406 (M+1); 1HNMR (CDCl3): 8.59 (s, 1H), 8.15 (d, 1H), 7.35 (d, 1H), 7.26-7.16 (m, 2H), 7.09-6.99 (m, 2H), 6.93 (d, 1H), 6.89 ...